The task is: describe an organic reaction: reactants, conditions, products, and yield. This data is from the Open Reaction Database (ORD), a public repository of structured organic reaction records. Procedure: To ethyl 13,13-dimethyl-4,11-dioxo-12-oxa-2,3,5,10-tetraazatetradecan-1-oate (I-8a: 1.045 g, 3.28 mmol) in EtOH (13.13 mL) was added K2CO3 (1.815 g, 13.13 mmol). The mixture was stirred at 65° C. for 16 hours. Cooled to room temperature, filtered, and then 4N HCl in dioxane was added up to pH or approximately 4. The white solid was filtered, rinsed with some methanol, and then the filtrate was concentrated in vacuo. The residue was purified by silica flash chromatography (0-10% MeOH/CH2Cl2) givi... Isolated yield 43.4%. Starting materials: CC(OC(NCCCCNC(NNC(=O)OCC)=O)=O)(C)C (ethyl 13,13-dimethyl-4,11-dioxo-12-oxa-2,3,5,10-tetraazatetradecan-1-oate), C(=O)([O-])[O-].[K+].[K+] (K2CO3). Run at temperature 65 celsius, time 16 hour. Yields the product O=C1NNC(N1CCCCNC(OC(C)(C)C)=O)=O (tert-butyl 4-(3,5-dioxo-1,2,4-triazolidin-4-yl)butylcarbamate). Run in CCO (EtOH). Reaction SMILES: [CH3:1][C:2]([CH3:22])([CH3:21])[O:3][C:4](=[O:20])[NH:5][CH2:6][CH2:7][CH2:8][CH2:9][NH:10][C:11](=[O:19])[NH:12][NH:13][C:14](OCC)=[O:15].C([O-])([O-])=O.[K+].[K+]>CCO>[O:19]=[C:11]1[N:10]([CH2:9][CH2:8][CH2:7][CH2:6][NH:5][C:4](=[O:20])[O:3][C:2]([CH3:1])([CH3:22])[CH3:21])[C:14](=[O:15])[NH:13][NH:12]1 |f:1.2.3|. Reactants: C(=C)C(=O)C (methyl vinyl ketone), NCCCP(O)O (3-aminopropylphosphonous acid), Cl (hydrochloric acid). The solvent is O (water), C[Si](N[Si](C)(C)C)(C)C (hexamethyldisilazane). Reaction conditions: time 1 hour. The product is Cl.NCCCP(O)(=O)CCC(C)=O (3-aminopropyl(3-oxobutyl)phosphinic acid hydrochloride). Reaction SMILES: [NH2:1][CH2:2][CH2:3][CH2:4][P:5]([OH:7])[OH:6].[CH:8]([C:10]([CH3:12])=[O:11])=[CH2:9].[ClH:13]>C[Si](C)(C)N[Si](C)(C)C.O>[ClH:13].[NH2:1][CH2:2][CH2:3][CH2:4][P:5]([CH2:9][CH2:8][C:10](=[O:11])[CH3:12])(=[O:7])[OH:6] |f:5.6|. Reported procedure: A suspension of 2.46 g of 3-aminopropylphosphonous acid in 20 ml of hexamethyldisilazane is heated to reflux under an inert gas for 24 hours. The resulting clear solution is cooled to room temperature and 14.4 g of freshly distilled methyl vinyl ketone are added. An exothermic reaction ensues, the reaction temperature rising to approximately 60° C. Thereaction mixture is stirred for 1 hour at a temperature between 50° and 60°. After cooling to room temperature, the volatile materials are removed... The reactants are NCC(C)O (1-amino-2-propanol), C(C(O)C)(=O)OCC (ethyl lactate). Procedure: 22.6 g 1-amino-2-propanol was added to 56.5 g ethyl lactate at room temperature. The mixture was heated to reflux and stirred for 4 hours. The reaction mixture was cooled and left to stand overnight at room temperature. The following day the ethanol formed and the excess of ethyl lactate were removed from the reaction mixture by distillation, using a 20 cm vigreux column 43 g of N-lactoyl 1-amino-2-propanol (pale brown viscous liquid) was collected as residue and cooled to room temperature. The ... Solvent: C(C)O (ethanol). RXN SMILES: [NH2:1][CH2:2][CH:3]([OH:5])[CH3:4].[C:6]([O:11]CC)(=O)[CH:7]([CH3:9])[OH:8]>C(O)C>[C:6]([NH:1][CH2:2][CH:3]([OH:5])[CH3:4])(=[O:11])[CH:7]([CH3:9])[OH:8]. Reaction conditions: time 4 hour. The product is C(C(O)C)(=O)NCC(C)O (N-lactoyl 1-amino-2-propanol). The reactants are ClCC1=Cc2cccc(OCc3ccccc3)c2CC1, CN(C)C=O, [H-], [Na+], O, CNc1cnc(-c2ccccc2)c(-c2ccccc2)n1. Yields the product CN(CC1=Cc2cccc(OCc3ccccc3)c2CC1)c1cnc(-c2ccccc2)c(-c2ccccc2)n1. Reaction SMILES: [CH2:23]([c:24]1[cH:25][cH:26][cH:27][cH:28][cH:29]1)[O:30][c:31]1[c:32]2[c:37]([cH:38][cH:39][cH:40]1)[CH:36]=[C:35]([CH2:41][Cl:42])[CH2:34][CH2:33]2.[CH3:43][N:44]([CH3:45])[CH:46]=[O:47].[H-:1].[Na+:2].[OH2:48].[c:3]1(-[c:9]2[n:10][cH:11][c:12]([NH:21][CH3:22])[n:13][c:14]2-[c:15]2[cH:16][cH:17][cH:18][cH:19][cH:20]2)[cH:4][cH:5][cH:6][cH:7][cH:8]1>>[c:3]1(-[c:9]2[n:10][cH:11][c:12]([N:21]([CH3:22])[CH2:41][C:35]3=[CH:36][c:37]4[c:32]([c:31]([O:30][CH2:23][c:24]5[cH:25][cH:26][cH:27][cH:28][cH:29]5)[cH:40][cH:39][cH:38]4)[CH2:33][CH2:34]3)[n:13][c:14]2-[c:15]2[cH:16][cH:17][cH:18][cH:19][cH:20]2)[cH:4][cH:5][cH:6][cH:7][cH:8]1. Starting materials: O[C@@H]([C@H](C)NC(OCC1=CC=CC=C1)=O)C=1SC=C(N1)C (benzyl [(1S,2S)-2-hydroxy-1-methyl-2-(4-methyl-1,3-thiazol-2-yl)ethyl]carbamate), Cl (HCl). Solvent: [OH-].[K+] (KOH), CO (MeOH), C1CCOC1 (THF). Yields the product C[C@@H]1NC(O[C@@H]1C=1SC=C(N1)C)=O ((4S,5S)-4-methyl-5-(4-methyl-1,3-thiazol-2-yl)-1,3-oxazolidin-2-one). As a reaction SMILES: O[C@H:2]([C:16]1[S:17][CH:18]=[C:19]([CH3:21])[N:20]=1)[C@@H:3]([NH:5][C:6](=[O:15])[O:7]CC1C=CC=CC=1)[CH3:4].Cl>[OH-].[K+].CO.C1COCC1>[CH3:4][C@H:3]1[C@@H:2]([C:16]2[S:17][CH:18]=[C:19]([CH3:21])[N:20]=2)[O:7][C:6](=[O:15])[NH:5]1 |f:2.3|. Reported procedure: A solution of benzyl [(1S,2S)-2-hydroxy-1-methyl-2-(4-methyl-1,3-thiazol-2-yl)ethyl]carbamate (53.4 mg, 0.174 mmol) in 7.5 N aqueous KOH (1 mL), MeOH, (2 mL) and THF (4 mL) was stirred at room temperature overnight. The reaction mixture was acidified with 3N HCl and extracted with EtOAc (3×20 mL). The combined extracts were washed with brine, dried (Na2SO4) and concentrated in vacuo to afford the product. LCMS calc.=199.1; found=199.1 (M+1)+. 1H NMR (500 MHz, CDCl3) δ 6.92 (s, 1H), 6.82 (s, 1H),... The reactants are C(C)(C)(C)OC(N[C@H]([C@H](C[C@@H](C)C(NCCC(C)(C)C)=O)O)CC1=CC=CC=C1)=O ([(1S,2S,4R)-1-Benzyl-4-(3,3-dimethylbutylcarbamoyl)-2-hydroxypentyl]-carbamic acid t-butyl ester), C(C)(C)(C)C1CCC(CC1)N (4-tert-butylcyclohexylamine), FC1=C(C(=O)N[C@@H](CC2=CC=CC=C2)[C@H]2OC([C@@H](C2)C)=O)C=C(C=C1N1C(CCC1)=O)N1C(CCC1)=O (2-Fluoro-N-[(S)-1-((2S,4R)-4-methyl-5-oxotetrahydrofuran-2-yl)-2-phenylethyl]-3,5-bis-(2-oxopyrrolidin-1-yl)benzamide). Yields the product C(C1=CC=CC=C1)[C@@H]([C@H](C[C@@H](C)C(NC1CCC(CC1)C(C)(C)C)=O)O)NC(C1=C(C(=CC(=C1)N1C(CCC1)=O)N1C(CCC1)=O)F)=O (N-[(1S,2S,4R)-1-Benzyl-4-(4-tert-butylcyclohexylcarbamoyl)-2-hydroxypentyl]-2-fluoro-3,5-bis-(2-oxopyrrolidin-1-yl)benzamide). Reaction SMILES: C(OC(=O)N[C@@H](CC1C=CC=CC=1)[C@@H](O)C[C@H](C(=O)NCCC(C)(C)C)C)(C)(C)C.[C:31]([CH:35]1[CH2:40][CH2:39][CH:38]([NH2:41])[CH2:37][CH2:36]1)([CH3:34])([CH3:33])[CH3:32].[F:42][C:43]1[C:66]([N:67]2[CH2:71][CH2:70][CH2:69][C:68]2=[O:72])=[CH:65][C:64]([N:73]2[CH2:77][CH2:76][CH2:75][C:74]2=[O:78])=[CH:63][C:44]=1[C:45]([NH:47][C@H:48]([C@@H:56]1[CH2:60][C@@H:59]([CH3:61])[C:58](=[O:62])[O:57]1)[CH2:49][C:50]1[CH:55]=[CH:54][CH:53]=[CH:52][CH:51]=1)=[O:46]>>[CH2:49]([C@H:48]([NH:47][C:45](=[O:46])[C:44]1[CH:63]=[C:64]([N:73]2[CH2:77][CH2:76][CH2:75][C:74]2=[O:78])[CH:65]=[C:66]([N:67]2[CH2:71][CH2:70][CH2:69][C:68]2=[O:72])[C:43]=1[F:42])[C@@H:56]([OH:57])[CH2:60][C@H:59]([C:58](=[O:62])[NH:41][CH:38]1[CH2:37][CH2:36][CH:35]([C:31]([CH3:34])([CH3:32])[CH3:33])[CH2:40][CH2:39]1)[CH3:61])[C:50]1[CH:55]=[CH:54][CH:53]=[CH:52][CH:51]=1. Procedure: Prepared in an analogous manner to D1 from 4-tert-butylcyclohexylamine and 2-fluoro-N-[(S)-1-((2S,4R)-4-methyl-5-oxotetrahydrofuran-2-yl)-2-phenylethyl]-3,5-bis-(2-oxopyrrolidin-1-yl)benzamide (D50). Starting materials: COC(C=CC1=CC=C(C=C1)O)=O (4-hydroxycinnamic acid methyl ester), CN1C(CCC1)=O (N-methylpyrrolidone), C[O-].[Na+] (sodium methylate), C(CCCCCC(C)C)Cl (isononyl chloride). The reagents and catalysts are [Cl-].C(CCC)[N+](CCCC)(CCCC)CCCC (tetrabutylammonium chloride). Run in CO (methanol), CO (Methanol). Run at time 8 hour. The product is COC(C=CC1=CC=C(C=C1)OCCCCCCC(C)C)=O (4isononyloxycinnamic acid methyl ester). As a reaction SMILES: [CH3:1][O:2][C:3](=[O:13])[CH:4]=[CH:5][C:6]1[CH:11]=[CH:10][C:9]([OH:12])=[CH:8][CH:7]=1.CN1CCCC1=O.C[O-].[Na+].[CH2:24](Cl)[CH2:25][CH2:26][CH2:27][CH2:28][CH2:29][CH:30]([CH3:32])[CH3:31]>CO.[Cl-].C([N+](CCCC)(CCCC)CCCC)CCC>[CH3:1][O:2][C:3](=[O:13])[CH:4]=[CH:5][C:6]1[CH:11]=[CH:10][C:9]([O:12][CH2:24][CH2:25][CH2:26][CH2:27][CH2:28][CH2:29][CH:30]([CH3:32])[CH3:31])=[CH:8][CH:7]=1 |f:2.3,6.7|. Procedure details: Methanol was removed by distillation from a mixture of 14.2 g (79.7 mmol) 4-hydroxycinnamic acid methyl ester, 150 ml N-methylpyrrolidone and 14.4 g (79.7 mmol) 30% sodium methylate solution in methanol, then 0.5 g tetrabutylammonium chloride and 15.5 g (95.6 mmol) isononyl chloride were added. The addition was followed by heating with stirring for 8 hours to 160 C. After cooling to room temperature, the solution was filtered off from the sodium chloride formed, concentrated to dryness under red... The reactants are FC(C(OC1=NC=CC(=C1)O)C)(F)F (2-(2,2,2-Trifluoro-1-methylethoxy)-4-pyridinol), ClC=1N=NC=C(C1)OC (3-chloro-5-methoxy-pyridazine), C([O-])([O-])=O.[K+].[K+] (potassium carbonate), CuBr. Solvent: COCCOCCOC (diglyme), O (water). Product: COC=1C=C(N=NC1)OC1=CC(=NC=C1)OC(C(F)(F)F)C (5-methoxy-3-[[2-(2,2,2-trifluoro-1-methylethoxy)-4-pyridinyl]oxy]pyridazine). Yield: 43.1%. RXN SMILES: [F:1][C:2]([F:14])([F:13])[CH:3]([CH3:12])[O:4][C:5]1[CH:10]=[C:9]([OH:11])[CH:8]=[CH:7][N:6]=1.Cl[C:16]1[N:17]=[N:18][CH:19]=[C:20]([O:22][CH3:23])[CH:21]=1.C(=O)([O-])[O-].[K+].[K+]>COCCOCCOC.O>[CH3:23][O:22][C:20]1[CH:21]=[C:16]([O:11][C:9]2[CH:8]=[CH:7][N:6]=[C:5]([O:4][CH:3]([CH3:12])[C:2]([F:1])([F:13])[F:14])[CH:10]=2)[N:17]=[N:18][CH:19]=1 |f:2.3.4|. Procedure: 2-(2,2,2-Trifluoro-1-methylethoxy)-4-pyridinol (0.64 g, 3.09 mmol), 3-chloro-5-methoxy-pyridazine (0.44 g, 3.09 mmol), potassium carbonate (0.85 g, 6.18 mmol) and CuBr (0.89 g, 6.18 mmol) were stirred under nitrogen in diglyme (5 mL) at 100° C. for 6 days. The mixture was then poured in water and extracted several times with ethyl acetate. The combined organic layers were dried (MgSO4), filtered and evaporated in-vacuo. The crude product was purified by flash chromatography to give 5-methoxy-3-[...